Dataset: the Open Reaction Database (ORD), a public repository of structured organic reaction records. Task: describe an organic reaction: reactants, conditions, products, and yield Reactants: CC(C)(C)OC(=O)N1CCCC1C(=O)O, ClCCCl, NCc1cc(Cl)ccc1CN1CC(O)C1, CN(C)C=O. Yields the product CC(C)(C)OC(=O)N1CCCC1C(=O)NCc1cc(Cl)ccc1CN1CC(O)C1. As a reaction SMILES: [C:20](=[O:21])([O:22][C:23]([CH3:24])([CH3:25])[CH3:26])[N:27]1[CH:28]([C:29](=[O:30])[OH:31])[CH2:32][CH2:33][CH2:34]1.[CH2:1]([Cl:2])[CH2:3][Cl:4].[Cl:5][c:6]1[cH:7][cH:8][c:9]([CH2:14][N:15]2[CH2:16][CH:17]([OH:19])[CH2:18]2)[c:10]([CH2:11][NH2:12])[cH:13]1.[O:35]=[CH:36][N:37]([CH3:38])[CH3:39]>>[Cl:5][c:6]1[cH:7][cH:8][c:9]([CH2:14][N:15]2[CH2:16][CH:17]([OH:19])[CH2:18]2)[c:10]([CH2:11][NH:12][C:29]([CH:28]2[N:27]([C:20](=[O:21])[O:22][C:23]([CH3:24])([CH3:25])[CH3:26])[CH2:34][CH2:33][CH2:32]2)=[O:30])[cH:13]1. The reactants are ClC1=NC=C(C2=C1C=CN2C)C(=O)N2CCOCC2 (4-chloro-1-methyl-7-(4-morpholinylcarbonyl)-1H-pyrrolo[3,2-c]pyridine), CC1=C(N)C=CC(=C1)C(F)(F)F (2-methyl-4-trifluoromethylaniline), C([O-])([O-])=O.[Cs+].[Cs+] (cesium carbonate). The reagents and catalysts are C=1C=CC(=CC1)/C=C/C(=O)/C=C/C2=CC=CC=C2.C=1C=CC(=CC1)/C=C/C(=O)/C=C/C2=CC=CC=C2.C=1C=CC(=CC1)/C=C/C(=O)/C=C/C2=CC=CC=C2.[Pd].[Pd] (tris(dibenzylideneacetone)dipalladium), C1(=CC=CC=C1)P(C1=CC=CC=2C(C3=CC=CC(=C3OC12)P(C1=CC=CC=C1)C1=CC=CC=C1)(C)C)C1=CC=CC=C1 (4,5-bis(diphenylphosphino)-9,9-dimethylxanthene). Run in O1CCOCC1 (1,4-dioxan), ClCCl (dichloromethane). Conditions: temperature 100 celsius. Yields the product CN1C=CC=2C(=NC=C(C21)C(=O)N2CCOCC2)NC2=C(C=C(C=C2)C(F)(F)F)C (1-Methyl-N-[2-methyl-4-(trifluoromethyl)phenyl]-7-(4-morpholinylcarbonyl)-1H-pyrrolo[3,2-c]pyridin-4-amine). As a reaction SMILES: Cl[C:2]1[C:7]2[CH:8]=[CH:9][N:10]([CH3:11])[C:6]=2[C:5]([C:12]([N:14]2[CH2:19][CH2:18][O:17][CH2:16][CH2:15]2)=[O:13])=[CH:4][N:3]=1.[CH3:20][C:21]1[CH:27]=[C:26]([C:28]([F:31])([F:30])[F:29])[CH:25]=[CH:24][C:22]=1[NH2:23].C(=O)([O-])[O-].[Cs+].[Cs+]>O1CCOCC1.ClCCl.C1C=CC(/C=C/C(/C=C/C2C=CC=CC=2)=O)=CC=1.C1C=CC(/C=C/C(/C=C/C2C=CC=CC=2)=O)=CC=1.C1C=CC(/C=C/C(/C=C/C2C=CC=CC=2)=O)=CC=1.[Pd].[Pd].C1(P(C2C=CC=CC=2)C2C3OC4C(=CC=CC=4P(C4C=CC=CC=4)C4C=CC=CC=4)C(C)(C)C=3C=CC=2)C=CC=CC=1>[CH3:11][N:10]1[C:6]2[C:5]([C:12]([N:14]3[CH2:19][CH2:18][O:17][CH2:16][CH2:15]3)=[O:13])=[CH:4][N:3]=[C:2]([NH:23][C:22]3[CH:24]=[CH:25][C:26]([C:28]([F:29])([F:30])[F:31])=[CH:27][C:21]=3[CH3:20])[C:7]=2[CH:8]=[CH:9]1 |f:2.3.4,7.8.9.10.11|. Procedure details: A mixture of 4-chloro-1-methyl-7-(4-morpholinylcarbonyl)-1H-pyrrolo[3,2-c]pyridine (100 mg), 2-methyl-4-trifluoromethylaniline (60 μl), cesium carbonate (163 mg), tris(dibenzylideneacetone)dipalladium (0) (7 mg) and 4,5-bis(diphenylphosphino)-9,9-dimethylxanthene (5 mg) in 1,4-dioxan (2 ml) was heated to 100° C. under argon overnight. The reaction mixture was diluted with dichloromethane and washed with water followed by saturated sodium chloride solution, then dried (MgSO4), filtered and evapor... Reactants: C(C=C)(=O)Cl (Acryloyl chloride), NCCOC(C)(C)OCCN (2,2-Di-(2-aminoethoxy)propane), C([O-])([O-])=O.[Na+].[Na+] (sodium carbonate), C1=CC=CC=C1 (benzene). Run in CC(=O)C (acetone), 0.67, CC(=O)C (acetone). Conditions: time 8 hour. Yields the product C(C=C)(=O)NCCOC(C)(C)OCCNC(C=C)=O (N,N'-bisacryloyl-2,2-di-(2-aminoethoxy)propane). RXN SMILES: [NH2:1][CH2:2][CH2:3][O:4][C:5]([O:8][CH2:9][CH2:10][NH2:11])([CH3:7])[CH3:6].[C:12](Cl)(=[O:15])[CH:13]=[CH2:14].[CH:17]1[CH:22]=CC=C[CH:18]=1.C(=O)([O-])[O-:24].[Na+].[Na+]>CC(C)=O>[C:12]([NH:11][CH2:10][CH2:9][O:8][C:5]([O:4][CH2:3][CH2:2][NH:1][C:18](=[O:24])[CH:17]=[CH2:22])([CH3:6])[CH3:7])(=[O:15])[CH:13]=[CH2:14] |f:3.4.5|. Procedure: 2,2-Di-(2-aminoethoxy)propane (11.0 gm, 67.8 mmole) was dissolved in a solution of 450 mL of 0.67 sodium carbonate and 130 mL of acetone and was cooled in an ice bath. Acryloyl chloride (18.1 mL, 223 mmole) dissolved in 150 mL of acetone was added dropwise and the solution stirred overnight. The acetone and water were evaporated in vacuo until the solution was saturated in salts. The solution was then extracted with 6×50 mL of chloroform. The chloroform extracts were combined, dried over sodium ... Starting materials: C(C)(C)(C)C1=C(C(=CC(=C1)S)C(C)(C)C)O (2,6-di-tert-butyl-4-mercaptophenol), C1(\C=C/C(=O)O1)=O (maleic anhydride). Reagents/catalysts: C(C)N(CC)CC (triethylamine). The product is C(C)(C)(C)C=1C=C(C=C(C1O)C(C)(C)C)SC1C(=O)OC(C1)=O (2-(3,5-Di-tert-butyl-4-hydroxyphenylthio)succinic anhydride). The yield is 56.5%. As a reaction SMILES: [C:1]([C:5]1[CH:10]=[C:9]([SH:11])[CH:8]=[C:7]([C:12]([CH3:15])([CH3:14])[CH3:13])[C:6]=1[OH:16])([CH3:4])([CH3:3])[CH3:2].[C:17]1(=[O:23])[O:22][C:20](=[O:21])[CH:19]=[CH:18]1>C(N(CC)CC)C>[C:1]([C:5]1[CH:10]=[C:9]([S:11][CH:19]2[CH2:18][C:17](=[O:23])[O:22][C:20]2=[O:21])[CH:8]=[C:7]([C:12]([CH3:15])([CH3:14])[CH3:13])[C:6]=1[OH:16])([CH3:4])([CH3:3])[CH3:2]. Procedure details: The procedure of Example 1 is repeated using 23.84 grams of 2,6-di-tert-butyl-4-mercaptophenol, 9.8 grams of maleic anhydride, and 0.51 grams of triethylamine. The residue is recrystallized once from hexane-toluene mixture and once from cyclohexane to give 19.0 grams of a light yellow solid, m.p. 92°-93° C. Reactants: FC(C=1C=CC(=NC1)CO)(F)F ((5-trifluoromethyl-pyridin-2-yl)-methanol), C1(=CC=CC=C1)P(C1=CC=CC=C1)C1=CC=CC=C1 (triphenylphosphine), ( 120g ), C(Br)(Br)(Br)Br (carbon tetrabromide). Solvent: ClCCl (dichloromethane). Run at time 1 hour. Yields the product BrCC1=NC=C(C=C1)C(F)(F)F (2-bromomethyl-5-trifluoromethyl-pyridine). Isolated yield 73.8%. Reaction SMILES: [F:1][C:2]([F:12])([F:11])[C:3]1[CH:4]=[CH:5][C:6]([CH2:9]O)=[N:7][CH:8]=1.C1(P(C2C=CC=CC=2)C2C=CC=CC=2)C=CC=CC=1.C(Br)(Br)(Br)[Br:33]>ClCCl>[Br:33][CH2:9][C:6]1[CH:5]=[CH:4][C:3]([C:2]([F:12])([F:11])[F:1])=[CH:8][N:7]=1. Procedure details: To (5-trifluoromethyl-pyridin-2-yl)-methanol (1.65 g) in dichloromethane (20 ml) at 0° C. (ice-bath) under nitrogen was added triphenylphosphine (3.66 g, 13.98 mmol) in portions, followed by addition of carbon tetrabromide (3.23 g) in portions. The ice-bath was removed and the flask was sealed with a glass stopper. The reaction mixture was gently stirred for 1 hour. The crude reaction mixture was loaded onto a silica gel column (120g), and eluted with methyl acetate/hexane to give 2-bromomethyl-... Starting materials: COC(=O)c1ccc(C=Cc2ccc3c(c2)C(C#CC(C)(C)O)=CCC3(C)C)cc1, c1ccncc1. Yields the product COC(=O)c1ccc(C=Cc2ccc3c(c2)C(C=CC(C)(C)O)=CCC3(C)C)cc1. As a reaction SMILES: [CH3:1][C:2]1([CH3:30])[c:3]2[cH:4][cH:5][c:6]([CH:18]=[CH:19][c:20]3[cH:21][cH:22][c:23]([C:24](=[O:25])[O:26][CH3:27])[cH:28][cH:29]3)[cH:7][c:8]2[C:9]([C:12]#[C:13][C:14]([CH3:15])([OH:16])[CH3:17])=[CH:10][CH2:11]1.[cH:31]1[cH:32][cH:33][n:34][cH:35][cH:36]1>>[CH3:1][C:2]1([CH3:30])[c:3]2[cH:4][cH:5][c:6]([CH:18]=[CH:19][c:20]3[cH:21][cH:22][c:23]([C:24](=[O:25])[O:26][CH3:27])[cH:28][cH:29]3)[cH:7][c:8]2[C:9]([CH:12]=[CH:13][C:14]([CH3:15])([OH:16])[CH3:17])=[CH:10][CH2:11]1. Starting materials: ICCC1=CC=C(C(=O)OC)C=C1 (methyl 4-(2-iodoethyl)benzoate), C([O-])([O-])=O.[Na+].[Na+] (sodium carbonate), FC(C1=CC=C(C=C1)CCC1=CC=C(COC2=C(C=CC=C2)CCNC2C=3C=CC(=NC3CCC2)C(=O)OCC)C=C1)(F)F (Ethyl 5-[(2-{2-[(4-{2-[4-(trifluoromethyl)phenyl]ethyl}benzyl)oxy]phenyl}ethyl)amino]-5,6,7,8-tetrahydroquinoline-2-carboxylate). The solvent is C(C)#N (acetonitrile). Conditions: temperature 140 celsius, time 4 hour. Product: COC(=O)C1=CC=C(C=C1)CCN(C1C=2C=CC(=NC2CCC1)C(=O)OCC)CCC1=C(C=CC=C1)OCC1=CC=C(C=C1)CCC1=CC=C(C=C1)C(F)(F)F (Ethyl 5-[{2-[4-(methoxycarbonyl)phenyl]ethyl}(2-{2-[(4-{2-[4-(trifluoromethyl)phenyl]ethyl}-benzyl)oxy]phenyl}ethyl)amino]-5,6,7,8-tetrahydroquinoline-2-carboxylate). RXN SMILES: I[CH2:2][CH2:3][C:4]1[CH:13]=[CH:12][C:7]([C:8]([O:10][CH3:11])=[O:9])=[CH:6][CH:5]=1.C(=O)([O-])[O-].[Na+].[Na+].[F:20][C:21]([F:63])([F:62])[C:22]1[CH:27]=[CH:26][C:25]([CH2:28][CH2:29][C:30]2[CH:61]=[CH:60][C:33]([CH2:34][O:35][C:36]3[CH:41]=[CH:40][CH:39]=[CH:38][C:37]=3[CH2:42][CH2:43][NH:44][CH:45]3[CH2:54][CH2:53][CH2:52][C:51]4[N:50]=[C:49]([C:55]([O:57][CH2:58][CH3:59])=[O:56])[CH:48]=[CH:47][C:46]3=4)=[CH:32][CH:31]=2)=[CH:24][CH:23]=1>C(#N)C>[CH3:11][O:10][C:8]([C:7]1[CH:12]=[CH:13][C:4]([CH2:3][CH2:2][N:44]([CH2:43][CH2:42][C:37]2[CH:38]=[CH:39][CH:40]=[CH:41][C:36]=2[O:35][CH2:34][C:33]2[CH:32]=[CH:31][C:30]([CH2:29][CH2:28][C:25]3[CH:26]=[CH:27][C:22]([C:21]([F:63])([F:20])[F:62])=[CH:23][CH:24]=3)=[CH:61][CH:60]=2)[CH:45]2[CH2:54][CH2:53][CH2:52][C:51]3[N:50]=[C:49]([C:55]([O:57][CH2:58][CH3:59])=[O:56])[CH:48]=[CH:47][C:46]2=3)=[CH:5][CH:6]=1)=[O:9] |f:1.2.3|. Procedure details: 300 mg (1.04 mmol) of methyl 4-(2-iodoethyl)benzoate and 55 mg (0.52 mmol) of anhydrous sodium carbonate were added to a solution of 208 mg (0.35 mmol) of ethyl 5-[(2-{2-[(4-{2-[4-(trifluoromethyl)phenyl]ethyl}benzyl)oxy]phenyl}ethyl)amino]-5,6,7,8-tetrahydroquinoline-2-carboxylate (Enantiomer 2, Example 155A) in 3 ml of dry acetonitrile, and the mixture was stirred in a microwave apparatus (Biotage Initiator) at 140° C. for 4 h. The reaction solution was then cooled and purified directly by pre... The reactants are CN1C[C@@H]2N(CC[C@@H]2C1)C1=CC(=C(C=C1[N+](=O)[O-])NC1=NC=CC(=N1)C=1C=NN2C1C=CC=C2)OC (N-[4-[(3aR,6aR)-5-methyl-2,3,3a,4,6,6a-hexahydropyrrolo[3,4-b]pyrrol-1-yl]-2-methoxy-5-nitrophenyl]-4-pyrazolo[1,5-a]pyridin-3-ylpyrimidin-2-amine), CN1C[C@@H]2N(CC[C@@H]2C1)C1=CC(=C(C=C1[N+](=O)[O-])NC1=NC=CC(=N1)C=1C=NN2C1C=CC=C2)OC (N-[4-[(3aR,6aR)-5-methyl-2,3,3a,4,6,6a-hexahydropyrrolo[3,4-b]pyrrol-1-yl]-2-methoxy-5-nitrophenyl]-4-pyrazolo[1,5-a]pyridin-3-ylpyrimidin-2-amine), [NH4+].[Cl-] (NH4Cl), C(C)O (ethanol). The reagents and catalysts are [Fe] (iron). Run in O (water). Run at time 8 hour. Yields the product CN1C[C@@H]2N(CC[C@@H]2C1)C1=C(C=C(C(=C1)OC)NC1=NC=CC(=N1)C=1C=NN2C1C=CC=C2)N (4-[(3aR,6aR)-5-Methyl-2,3,3a,4,6,6a-hexahydropyrrolo[3,4-b]-pyrrol-1-yl]-6-methoxy-N-(4-pyrazolo[1,5-a]pyridin-3-ylpyrimidin-2-yl)benzene-1,3-diamine). The yield is 56.2%. Reaction SMILES: [CH3:1][N:2]1[CH2:9][C@@H:8]2[C@@H:4]([N:5]([C:10]3[C:15]([N+:16]([O-])=O)=[CH:14][C:13]([NH:19][C:20]4[N:25]=[C:24]([C:26]5[CH:27]=[N:28][N:29]6[CH:34]=[CH:33][CH:32]=[CH:31][C:30]=56)[CH:23]=[CH:22][N:21]=4)=[C:12]([O:35][CH3:36])[CH:11]=3)[CH2:6][CH2:7]2)[CH2:3]1.[NH4+].[Cl-].C(O)C>[Fe].O>[CH3:1][N:2]1[CH2:9][C@@H:8]2[C@@H:4]([N:5]([C:10]3[CH:11]=[C:12]([O:35][CH3:36])[C:13]([NH:19][C:20]4[N:25]=[C:24]([C:26]5[CH:27]=[N:28][N:29]6[CH:34]=[CH:33][CH:32]=[CH:31][C:30]=56)[CH:23]=[CH:22][N:21]=4)=[CH:14][C:15]=3[NH2:16])[CH2:6][CH2:7]2)[CH2:3]1 |f:1.2|. Procedure details: A mixture of N-[4-[(3aR,6aR)-5-methyl-2,3,3a,4,6,6a-hexahydropyrrolo[3,4-b]pyrrol-1-yl]-2-methoxy-5-nitrophenyl]-4-pyrazolo[1,5-a]pyridin-3-ylpyrimidin-2-amine (Intermediate 161, 190 mg, 0.39 mmol), iron (131 mg, 2.34 mmol), NH4Cl (14.62 mg, 0.27 mmol), ethanol (6 mL) and water (2 mL) was heated at reflux for 4 h and then stirred at r.t. overnight. Part-purification was achieved by ion exchange chromatography, using an SCX column and eluting with 7N methanolic ammonia. Appropriate fractions were...